This data is from the Open Reaction Database (ORD), a public repository of structured organic reaction records. The task is: describe an organic reaction: reactants, conditions, products, and yield Starting materials: CS(=O)(=O)NCCCC(=O)N (4-methanesulfonylamino-butyramide), COC=1C=CC(=CC1)P2(=S)SP(=S)(S2)C=3C=CC(=CC3)OC (Lawesson's reagent). The solvent is C1CCOC1 (THF). Conditions: time 45 minute. The product is CS(=O)(=O)NCCCC(=S)N (4-Methanesulfonylamino-thiobutyramide). Isolated yield 149.2%. Reaction SMILES: [CH3:1][S:2]([NH:5][CH2:6][CH2:7][CH2:8][C:9]([NH2:11])=O)(=[O:4])=[O:3].COC1C=CC(P2(SP(C3C=CC(OC)=CC=3)(=S)S2)=[S:21])=CC=1>C1COCC1>[CH3:1][S:2]([NH:5][CH2:6][CH2:7][CH2:8][C:9]([NH2:11])=[S:21])(=[O:4])=[O:3]. Reported procedure: A suspension of 4-methanesulfonylamino-butyramide (0.50 g, 2.8 mmol) and Lawesson's reagent (0.56 g, 1.4 mmol) in THF (50 mL) was stirred at room temperature for 45 minutes. During this time all of the solid dissolved. The solution was concentrated and purified by flash chromatography (79:1 EtOAc:MeOH) to afford the title compound (0.41 g); 1H NMR (400 MHz, CDCl3) δ 3.29 (s, 3H), 3.07-3.11 (m, 2H), 2.91 (s, 3H), 2.62-2.66 (m, 2H), 1.93-1.99 (m, 2H); MS 197 (M++1). The reactants are O=C(Cl)c1ccccc1, CC(C)OC(C)C, Nc1c(Br)cc(Br)cc1CN1CCN(CC(=O)N2CCOCC2)CC1, c1ccncc1. The product is Cl, O=C(Nc1c(Br)cc(Br)cc1CN1CCN(CC(=O)N2CCOCC2)CC1)c1ccccc1. As a reaction SMILES: [C:26]([c:27]1[cH:28][cH:29][cH:30][cH:31][cH:32]1)(=[O:33])[Cl:34].[CH:35]([O:36][CH:37]([CH3:38])[CH3:39])([CH3:40])[CH3:41].[O:1]1[CH2:2][CH2:3][N:4]([C:7](=[O:8])[CH2:9][N:10]2[CH2:11][CH2:12][N:13]([CH2:16][c:17]3[c:18]([NH2:25])[c:19]([Br:24])[cH:20][c:21]([Br:23])[cH:22]3)[CH2:14][CH2:15]2)[CH2:5][CH2:6]1.[cH:42]1[cH:43][cH:44][n:45][cH:46][cH:47]1>>[ClH:34].[O:1]1[CH2:2][CH2:3][N:4]([C:7](=[O:8])[CH2:9][N:10]2[CH2:11][CH2:12][N:13]([CH2:16][c:17]3[c:18]([NH:25][C:26]([c:27]4[cH:28][cH:29][cH:30][cH:31][cH:32]4)=[O:33])[c:19]([Br:24])[cH:20][c:21]([Br:23])[cH:22]3)[CH2:14][CH2:15]2)[CH2:5][CH2:6]1. Starting materials: ClC1=C2C3=C(C(NC2=NC=C1)=O)C=CC=C3 (1-Chloro-5H-benzo[c][1,8]naphthyridin-6-one), B(C1=CC=C(C=C1)S(=O)(=O)N(C)C)(O)O (4-(N,N-dimethylsulfonamidophenyl)boronic acid), COC=1C=CC=C(C1C=2C=CC=CC2P(C3CCCCC3)C4CCCCC4)OC (S-Phos), C(=O)([O-])[O-].[K+].[K+] (K2CO3). The reagents and catalysts are CC(=O)[O-].CC(=O)[O-].[Pd+2] (Pd(OAc)2). Run in O1CCOCC1.O (dioxane H2O), O.CCOC(=O)C (H2O EtOAc). Reaction conditions: temperature 100 celsius, time 8 hour. Yields the product CN(S(=O)(=O)C1=CC=C(C=C1)C1=C2C3=C(C(NC2=NC=C1)=O)C=CC=C3)C (N,N-Dimethyl-4-(6-oxo-5,6-dihydro-benzo[c][1,8]naphthyridin-1-yl)-benzenesulfonamide). Isolated yield 73.5%. Reaction SMILES: Cl[C:2]1[CH:11]=[CH:10][N:9]=[C:8]2[C:3]=1[C:4]1[CH:16]=[CH:15][CH:14]=[CH:13][C:5]=1[C:6](=[O:12])[NH:7]2.B(O)(O)[C:18]1[CH:23]=[CH:22][C:21]([S:24]([N:27]([CH3:29])[CH3:28])(=[O:26])=[O:25])=[CH:20][CH:19]=1.COC1C=CC=C(OC)C=1C1C=CC=CC=1P(C1CCCCC1)C1CCCCC1.C([O-])([O-])=O.[K+].[K+]>O1CCOCC1.O.O.CCOC(C)=O.CC([O-])=O.CC([O-])=O.[Pd+2]>[CH3:28][N:27]([CH3:29])[S:24]([C:21]1[CH:20]=[CH:19][C:18]([C:2]2[CH:11]=[CH:10][N:9]=[C:8]3[C:3]=2[C:4]2[CH:16]=[CH:15][CH:14]=[CH:13][C:5]=2[C:6](=[O:12])[NH:7]3)=[CH:23][CH:22]=1)(=[O:25])=[O:26] |f:3.4.5,6.7,8.9,10.11.12|. Reported procedure: Compound 83 (100 mg, 0.43 mmol), 4-(N,N-dimethylsulfonamidophenyl)boronic acid (198 mg, 0.87 mmol), Pd(OAc)2 (5 mg, 0.02 mmol), S-Phos (18 mg, 0.04 mmol), and K2CO3 (299 mg, 2.17 mmol) were dissolved in dioxane/H2O (2.2 mL, 10/1, v/v), and stirred overnight at 100° C. The reaction mixture was diluted with H2O/EtOAc. The resulting precipitate was filtered, washed with H2O/EtOAc, and dried under vacuum to provide 171 (120 mg, 73% yield) as a grey solid. LC-MS (M+H=380, obsd.=380). Reactants: CO, [Cl-], [Fe], [NH4+], C1CCOC1, O, O=C(Nc1ccc(Sc2ccc(O)cc2)c([N+](=O)[O-])c1)c1cccc(C(F)(F)F)c1. Yields the product Nc1cc(NC(=O)c2cccc(C(F)(F)F)c2)ccc1Sc1ccc(O)cc1. Reaction SMILES: [CH3:39][OH:40].[Cl-:31].[Fe:41].[NH4+:32].[O:33]1[CH2:34][CH2:35][CH2:36][CH2:37]1.[OH2:38].[OH:1][c:2]1[cH:3][cH:4][c:5]([S:8][c:9]2[c:10]([N+:28]([O-:29])=[O:30])[cH:11][c:12]([NH:15][C:16]([c:17]3[cH:18][c:19]([C:23]([F:24])([F:25])[F:26])[cH:20][cH:21][cH:22]3)=[O:27])[cH:13][cH:14]2)[cH:6][cH:7]1>>[OH:1][c:2]1[cH:3][cH:4][c:5]([S:8][c:9]2[c:10]([NH2:28])[cH:11][c:12]([NH:15][C:16]([c:17]3[cH:18][c:19]([C:23]([F:24])([F:25])[F:26])[cH:20][cH:21][cH:22]3)=[O:27])[cH:13][cH:14]2)[cH:6][cH:7]1. Starting materials: C(C1=CC=CC=C1)OC1=CC(=C(C=O)C=C1)OC(C)C (4-(benzyloxy)-2-isopropoxybenzaldehyde), C(=O)(OCC)C=P(C1=CC=CC=C1)(C1=CC=CC=C1)C1=CC=CC=C1 ((carbethoxymethylene)triphenylphosphorane). Run in C1(=CC=CC=C1)C (toluene). Yields the product C(C1=CC=CC=C1)OC1=CC(=C(C=C1)/C=C/C(=O)OCC)OC(C)C ((E)-ethyl 3-(4-(benzyloxy)-2-isopropoxyphenyl)acrylate). RXN SMILES: [CH2:1]([O:8][C:9]1[CH:16]=[CH:15][C:12]([CH:13]=O)=[C:11]([O:17][CH:18]([CH3:20])[CH3:19])[CH:10]=1)[C:2]1[CH:7]=[CH:6][CH:5]=[CH:4][CH:3]=1.[C:21]([CH:26]=P(C1C=CC=CC=1)(C1C=CC=CC=1)C1C=CC=CC=1)([O:23][CH2:24][CH3:25])=[O:22]>C1(C)C=CC=CC=1>[CH2:1]([O:8][C:9]1[CH:16]=[CH:15][C:12](/[CH:13]=[CH:26]/[C:21]([O:23][CH2:24][CH3:25])=[O:22])=[C:11]([O:17][CH:18]([CH3:20])[CH3:19])[CH:10]=1)[C:2]1[CH:7]=[CH:6][CH:5]=[CH:4][CH:3]=1. Reported procedure: A solution of 4-(benzyloxy)-2-isopropoxybenzaldehyde (698) (480 mg, 1.776 mmol) and (carbethoxymethylene)triphenylphosphorane (1.1 eq.) in toluene was heated at 100° C. overnight. The reaction was cooled to room temperature and concentrated in vacuo. The crude material was purified by silica gel chromatography (0-50% EtOAc in hexanes) to afford (E)-ethyl 3-(4-(benzyloxy)-2-isopropoxyphenyl)acrylate (699).